Dataset: the Open Reaction Database (ORD), a public repository of structured organic reaction records. Task: describe an organic reaction: reactants, conditions, products, and yield Reactants: SCC(C(=O)N(CC(=O)O)C1CCCC1)C (N-(3-mercapto-2-methyl propanoyl)-N-cyclopentyl glycine), C1(=CC=CC=C1)N=C=O (phenyl isocyanate). Run in C(Cl)Cl (methylene chloride), CCOCC (ether). Conditions: time 72 hour. The product is C1(=CC=CC=C1)NC(=O)SCC(C(=O)N(CC(=O)O)C1CCCC1)C (N-(3-Phenylcarbamoylthio-2-methyl-propanoyl)-N-cyclopentyl glycine). RXN SMILES: [SH:1][CH2:2][CH:3]([CH3:16])[C:4]([N:6]([CH:11]1[CH2:15][CH2:14][CH2:13][CH2:12]1)[CH2:7][C:8]([OH:10])=[O:9])=[O:5].[C:17]1([N:23]=[C:24]=[O:25])[CH:22]=[CH:21][CH:20]=[CH:19][CH:18]=1>C(Cl)Cl.CCOCC>[C:17]1([NH:23][C:24]([S:1][CH2:2][CH:3]([CH3:16])[C:4]([N:6]([CH:11]2[CH2:15][CH2:14][CH2:13][CH2:12]2)[CH2:7][C:8]([OH:10])=[O:9])=[O:5])=[O:25])[CH:22]=[CH:21][CH:20]=[CH:19][CH:18]=1. Procedure: A mixture of 4.9 g (0.02M) of N-(3-mercapto-2-methyl propanoyl)-N-cyclopentyl glycine and 8 ml of phenyl isocyanate in 5 ml methylene chloride was stirred at room temperature for 72 hours. The mixture was diluted with ether and filtered. The ether solution was washed with water, dried over MgSO4 and evaporated to dryness. The crude residue was dissolved in acetonitrile, treated with charcoal and crystallized by addition of ether, m.p. 170°-172° C. Starting materials: CC(C)Oc1ccc(C2(C)NC(=O)NC2=O)cc1, CN(C)C=O, Cl, CCCc1cc(N2CCN(CCO)CC2)ncc1C(OCc1ccc(OC)cc1)(C(F)(F)F)C(F)(F)F, CCOC(=O)N=NC(=O)OCC, O, c1ccc(P(c2ccccc2)c2ccccc2)cc1. The product is CCCc1cc(N2CCN(CCN3C(=O)NC(C)(c4ccc(OC(C)C)cc4)C3=O)CC2)ncc1C(OCc1ccc(OC)cc1)(C(F)(F)F)C(F)(F)F. RXN SMILES: [CH3:38][C:39]1([c:46]2[cH:47][cH:48][c:49]([O:52][CH:53]([CH3:54])[CH3:55])[cH:50][cH:51]2)[C:40](=[O:45])[NH:41][C:42](=[O:44])[NH:43]1.[CH3:88][N:89]([CH3:90])[CH:91]=[O:92].[ClH:87].[F:1][C:2]([C:3]([C:4]([F:5])([F:6])[F:7])([O:8][CH2:9][c:10]1[cH:11][cH:12][c:13]([O:16][CH3:17])[cH:14][cH:15]1)[c:18]1[c:19]([CH2:33][CH2:34][CH3:35])[cH:20][c:21]([N:24]2[CH2:25][CH2:26][N:27]([CH2:30][CH2:31][OH:32])[CH2:28][CH2:29]2)[n:22][cH:23]1)([F:36])[F:37].[O:75]=[C:76]([O:77][CH2:78][CH3:79])[N:80]=[N:81][C:82]([O:83][CH2:84][CH3:85])=[O:86].[OH2:93].[c:56]1([P:57]([c:58]2[cH:59][cH:60][cH:61][cH:62][cH:63]2)[c:64]2[cH:65][cH:66][cH:67][cH:68][cH:69]2)[cH:70][cH:71][cH:72][cH:73][cH:74]1>>[F:1][C:2]([C:3]([C:4]([F:5])([F:6])[F:7])([O:8][CH2:9][c:10]1[cH:11][cH:12][c:13]([O:16][CH3:17])[cH:14][cH:15]1)[c:18]1[c:19]([CH2:33][CH2:34][CH3:35])[cH:20][c:21]([N:24]2[CH2:25][CH2:26][N:27]([CH2:30][CH2:31][N:41]3[C:40](=[O:45])[C:39]([CH3:38])([c:46]4[cH:47][cH:48][c:49]([O:52][CH:53]([CH3:54])[CH3:55])[cH:50][cH:51]4)[NH:43][C:42]3=[O:44])[CH2:28][CH2:29]2)[n:22][cH:23]1)([F:36])[F:37].